Task: describe an organic reaction: reactants, conditions, products, and yield. Dataset: the Open Reaction Database (ORD), a public repository of structured organic reaction records Starting materials: ClC1=C2C=CC(=NC2=NC=C1)C (5-Chloro-2-methyl-[1,8]naphthyridine), CC=1C=CC(=C(C1)N)SC1=CC=CC=C1 (5-Methyl-2-phenylsulfanyl-phenylamine). Run in CCO (EtOH). Product: CC1=CC=C2C(=CC=NC2=N1)NC1=C(C=CC(=C1)C)SC1=CC=CC=C1 ((7-Methyl-[1,8]naphthyridin-4-yl)-(5-methyl-2-phenylsulfanyl-phenyl)-amine), hydrochloride salt. Isolated yield 43.0%. As a reaction SMILES: Cl[C:2]1[CH:11]=[CH:10][N:9]=[C:8]2[C:3]=1[CH:4]=[CH:5][C:6]([CH3:12])=[N:7]2.[CH3:13][C:14]1[CH:15]=[CH:16][C:17]([S:21][C:22]2[CH:27]=[CH:26][CH:25]=[CH:24][CH:23]=2)=[C:18]([NH2:20])[CH:19]=1>CCO>[CH3:12][C:6]1[N:7]=[C:8]2[C:3]([C:2]([NH:20][C:18]3[CH:19]=[C:14]([CH3:13])[CH:15]=[CH:16][C:17]=3[S:21][C:22]3[CH:23]=[CH:24][CH:25]=[CH:26][CH:27]=3)=[CH:11][CH:10]=[N:9]2)=[CH:4][CH:5]=1. Reported procedure: A stirred solution of the product from Example 7d (65 mg, 0.36 mmol) and the product from Example 7f (77 mg, 0.36 mmol) in 3 mL of EtOH was heated at 80° C. for 7 h. Concentrated under vacuum. Recrystallized from THF with a few drops of MeOH. Filtration gave the title compound as the hydrochloride salt as a white solid (62 mg, 43%) 1H NMR (300 MHz, CDCl3) δ ppm: 1.62 (brs, 1 H) 2.43 (s, 3 H) 2.52 (s, 3 H) 6.02 (d, J=7.0 Hz, 1 H) 7.05-7.35 (m, 8 H) 7.70 (brs, 1 H) 8.00 (d, J=7.0 Hz, 1 H) 8.85 (d,...